This data is from the Open Reaction Database (ORD), a public repository of structured organic reaction records. The task is: describe an organic reaction: reactants, conditions, products, and yield Reactants: COC=1C=C(C=CC1)CC(C)N ((+)-2-(3-methoxyphenyl)-1-methylethylamine), C([O-])([O-])=O.[K+].[K+] (potassium carbonate), CN(C=O)C (dimethylformamide), C(C)OC(CBr)OCC (Bromoacetaldehyde diethylacetal). The solvent is O (water). Conditions: temperature 130 celsius. Product: C(C)OC(CNC(CC1=CC(=CC=C1)OC)C)OCC ((+)-N-(2,2-diethoxyethyl)-2-(3-methoxyphenyl)-1-methylethylamine). Isolated yield 68.0%. Reaction SMILES: [CH3:1][O:2][C:3]1[CH:4]=[C:5]([CH2:9][CH:10]([NH2:12])[CH3:11])[CH:6]=[CH:7][CH:8]=1.C(=O)([O-])[O-].[K+].[K+].CN(C)C=O.[CH2:24]([O:26][CH:27]([O:30][CH2:31][CH3:32])[CH2:28]Br)[CH3:25]>O>[CH2:24]([O:26][CH:27]([O:30][CH2:31][CH3:32])[CH2:28][NH:12][CH:10]([CH3:11])[CH2:9][C:5]1[CH:6]=[CH:7][CH:8]=[C:3]([O:2][CH3:1])[CH:4]=1)[CH3:25] |f:1.2.3|. Procedure details: (+)-2-(3-methoxyphenyl)-1-methylethylamine (472.8 g, 2.86 mol), potassium carbonate (sesquihydrate) (1133.8 g, 6.88 mol) and dimethylformamide (2400 ml) were mixed and heated to 130° C. in a reaction flask fitted with an efficient stirrer and a reflux condenser. Bromoacetaldehyde diethylacetal (630 g, 3.20 mol) was added dropwise over a 45 min period while maintaining the temperature at 130° C. The reaction was mildly exothermic. The temperature was maintained at 130° C. for 1 hr. The reaction m... Reactants: CC1C(C2=C(C(=C(C=C2C1)OC)Cl)Cl)=O (2-methyl-5-methoxy-6,7-dichloro-1-indanone), [H-].[Na+] (sodium hydride), CI (methyl iodide). Run in COCCOC (1,2-dimethoxyethane). Run at temperature 30 celsius. Product: CC1(C(C2=C(C(=C(C=C2C1)OC)Cl)Cl)=O)C (2,2-Dimethyl-5-methoxy-6,7-dichloro-1-indanone). RXN SMILES: [CH3:1][CH:2]1[CH2:10][C:9]2[C:4](=[C:5]([Cl:14])[C:6]([Cl:13])=[C:7]([O:11][CH3:12])[CH:8]=2)[C:3]1=[O:15].[H-].[Na+].[CH3:18]I>COCCOC>[CH3:1][C:2]1([CH3:18])[CH2:10][C:9]2[C:4](=[C:5]([Cl:14])[C:6]([Cl:13])=[C:7]([O:11][CH3:12])[CH:8]=2)[C:3]1=[O:15] |f:1.2|. Procedure: A stirred suspension of 2-methyl-5-methoxy-6,7-dichloro-1-indanone (12.2 g., 0.05 mole) and sodium hydride (1.43 g., 0.06 mole) in anhydrous 1,2-dimethoxyethane (500 ml.) is heated in an inert atmosphere at 80°-85° C. for 1 hour, cooled to 30° C. and treated with methyl iodide (8 ml.). The reaction mixture is refluxed for 15 minutes, then the solvent is distilled at reduced pressure. The crude product is poured into water (500 ml.), extracted into ether, washed with water and dried over magnesiu...